The task is: describe an organic reaction: reactants, conditions, products, and yield. This data is from the Open Reaction Database (ORD), a public repository of structured organic reaction records. Starting materials: C(c1ccc([N+]([O-])=O)s1)=O, CC1=CN=C(C=C1)N, [C-]#[N+]C1CCCCC1. Reagents/catalysts: O=C(O)C(F)(F)F (trifluoroacetic acid). The solvent is CC(C)O (isopropyl alcohol), CC(C)O (isopropylalcohol). Conditions: temperature 22 celsius, time 20 hour. Yields the product Cc1ccc2nc(c(NC3CCCCC3)n2c1)c1ccc([N+]([O-])=O)s1. The yield is 0.0%. RXN SMILES: CC1=CC=C(N)N=C1.[C-]#[N+]C1CCCCC1.O=CC1=CC=C(S1)N(=O)=O>>CC1=CN2C(C=C1)=NC(C1=CC=C(S1)N(=O)=O)=C2NC1CCCCC1.